describe an organic reaction: reactants, conditions, products, and yield From a dataset of the Open Reaction Database (ORD), a public repository of structured organic reaction records. Reactants: C1CCOC1 (THF), FC1=CC=C(C=C1)C=1CC2(OCCO2)CC(C1C=O)(C)C (7-(4-fluorophenyl)-9,9-dimethyl-1,4-dioxaspiro{4.5}dec-7-en-8-carboxaldehyde), [Li+].CC(C)[N-]C(C)C (LDA), C(C)=NC1CCCCC1 (ethylidenecyclohexylamine). Product: FC1=CC=C(C=C1)C=1CC2(OCCO2)CC(C1/C=C/C=O)(C)C ((E)-3-(7-(4-fluorophenyl)-9,9-dimethyl-1,4-dioxaspiro{4.5}-dec-7-en-8-yl}propenal). Reaction SMILES: [F:1][C:2]1[CH:7]=[CH:6][C:5]([C:8]2[CH2:9][C:10]3([CH2:15][C:16]([CH3:21])([CH3:20])[C:17]=2C=O)[O:14][CH2:13][CH2:12][O:11]3)=[CH:4][CH:3]=1.[Li+].CC([N-]C(C)C)C.C(=NC1CCCCC1)C.[CH2:39]1C[O:42][CH2:41][CH2:40]1>>[F:1][C:2]1[CH:3]=[CH:4][C:5]([C:8]2[CH2:9][C:10]3([CH2:15][C:16]([CH3:20])([CH3:21])[C:17]=2/[CH:39]=[CH:40]/[CH:41]=[O:42])[O:14][CH2:13][CH2:12][O:11]3)=[CH:6][CH:7]=1 |f:1.2|. Reported procedure: In a manner similar to Scheme I, 26 (2.08 g, 7.17 mmol) was treated with the LDA-derived anion of ethylidenecyclohexylamine (1.36 g, 10.8 mmol) in anhydrous THF at 0°-5° C. and after workup and purification by SiO2 using 6:1 hexanes:EtOAc as eluent provided 1.25 g of orange solid. The reactants are CN1C(=O)C=C(C2=CC(=CC=C12)C)O (1,6-dimethyl-4-hydroxy carbostyril), [N+](=O)(O)[O-] (nitric acid). Solvent: C(C)(=O)O (acetic acid). Conditions: temperature 100 celsius. Product: CN1C(=O)C(=C(C2=CC(=CC=C12)C)O)[N+](=O)[O-] (1,6-Dimethyl-4-hydroxy-3-nitro carbostyril). RXN SMILES: [CH3:1][N:2]1[C:12]2[C:7](=[CH:8][C:9]([CH3:13])=[CH:10][CH:11]=2)[C:6]([OH:14])=[CH:5][C:3]1=[O:4].[N+:15]([O-])([OH:17])=[O:16]>C(O)(=O)C>[CH3:1][N:2]1[C:12]2[C:7](=[CH:8][C:9]([CH3:13])=[CH:10][CH:11]=2)[C:6]([OH:14])=[C:5]([N+:15]([O-:17])=[O:16])[C:3]1=[O:4]. Procedure details: To a stirred suspension of 1,6-dimethyl-4-hydroxy carbostyril (1.70g; 0.009 mole) in glacial acetic acid (10 ml) was added concentrated nitric acid (2.5 ml; d, 1.42) with swirling. The solid dissolved on warming to 100° C to give a red solution which precipitated the 3-nitro compound as yellow crystals on cooling. m.p. 185° C. (Found; C, 56.05; H, 4.33; N, 11.86%, C11H10N2O4 requires; C, 56.41; H, 4.30; N, 11.96%). Reactants: CO, O=Cc1ccc2c(c1)OCO2, ClCCl, [K+], [OH-]. The product is Oc1ccc2c(c1)OCO2. Reaction SMILES: [CH3:17][OH:18].[CH:1](=[O:2])[c:3]1[cH:4][cH:5][c:6]2[c:10]([cH:11]1)[O:9][CH2:8][O:7]2.[Cl:14][CH2:15][Cl:16].[K+:13].[OH-:12]>>[c:3]1([OH:12])[cH:4][cH:5][c:6]2[c:10]([cH:11]1)[O:9][CH2:8][O:7]2. The reactants are C1(=CC=CC=C1)C1=NNC(C1)C(=O)O ((+)-4,5-Dihydro-3-phenyl-1H-pyrazole-5-carboxylic acid), S(=O)(Cl)Cl (thionyl chloride), C(C1=CC=CC=C1)O (benzyl alcohol), S(=O)(Cl)Cl (thionyl chloride), C(C1=CC=CC=C1)O (benzyl alcohol). Reaction conditions: time 48 hour. Yields the product Cl.C1(=CC=CC=C1)C1=NNC(C1)C(=O)OCC1=CC=CC=C1 ((+)-4,5-dihydro-3-phenyl-1H-pyrazole-5-carboxylic acid, phenylmethyl ester, hydrochloride). Reaction SMILES: [C:1]1([C:7]2[CH2:11][CH:10]([C:12]([OH:14])=[O:13])[NH:9][N:8]=2)[CH:6]=[CH:5][CH:4]=[CH:3][CH:2]=1.S(Cl)([Cl:17])=O.[CH2:19](O)[C:20]1[CH:25]=[CH:24][CH:23]=[CH:22][CH:21]=1>>[ClH:17].[C:1]1([C:7]2[CH2:11][CH:10]([C:12]([O:14][CH2:19][C:20]3[CH:25]=[CH:24][CH:23]=[CH:22][CH:21]=3)=[O:13])[NH:9][N:8]=2)[CH:2]=[CH:3][CH:4]=[CH:5][CH:6]=1 |f:3.4|. Procedure details: 20 g. of (+)-4,5-Dihydro-3-phenyl-1H-pyrazole-5-carboxylic acid is added at room temperature to a solution of 25 g. of thionyl chloride in 150 ml. of benzyl alcohol (prepared by adding the thionyl chloride to the benzyl alcohol at -5°) and allowed to stir for 48 hours. Hydrochloric acid is removed in vacuo and the remaining solution is poured into 250 ml. of anhydrous ether. The separated product is collected, washed with fresh ether, and dried to give (+)-4,5-dihydro-3-phenyl-1H-pyrazole-5-carb... Starting materials: BrC1=C(CO)C=C(C(=C1)F)F (2-bromo-4,5-difluorobenzyl alcohol), C(Br)(Br)(Br)Br (carbon tetrabromide), C1(=CC=CC=C1)P(C1=CC=CC=C1)C1=CC=CC=C1 (triphenylphosphine). Run in ClCCl (dichloromethane). Run at time 2 hour. The product is BrC1=C(CBr)C=C(C(=C1)F)F (2-bromo-4,5-difluorobenzyl bromide). The yield is 120.7%. As a reaction SMILES: [Br:1][C:2]1[CH:9]=[C:8]([F:10])[C:7]([F:11])=[CH:6][C:3]=1[CH2:4]O.C(Br)(Br)(Br)[Br:13].C1(P(C2C=CC=CC=2)C2C=CC=CC=2)C=CC=CC=1>ClCCl>[Br:1][C:2]1[CH:9]=[C:8]([F:10])[C:7]([F:11])=[CH:6][C:3]=1[CH2:4][Br:13]. Procedure details: To a solution of 2.4 g (10 mmol) of 2-bromo-4,5-difluorobenzoic acid [prepared according to the procedure of Braish et al., Syn. Comm., 3067-3074 (1992)] in 75 mL of tetrahydrofuran was added 2.43 g (15 mmol) of carbonyldiimidazole. The solution was heated under reflux for 3.5 h, cooled to ambient temperature and 0.38 g (10 mmol) of sodium borohydride in 15 mL of water was added. The reaction was stirred for 10 min and partitioned between ethyl acetate and 10% aqueous sodium bicarbonate solution... Starting materials: CN1N=C(C(=C1C1=CC=CC=C1)OC1=CC=C(C=C1)[N+](=O)[O-])C1=CC=CC=C1 (1-methyl-4-(p-nitrophenoxy)-3,5-diphenylpyrazole), O.NN (Hydrazine hydrate). Reagents/catalysts: [Pd] (Pd on carbon). The solvent is C(C)O (ethanol). Yields the product NC1=CC=C(OC=2C(=NN(C2C2=CC=CC=C2)C)C2=CC=CC=C2)C=C1 (4-(p-Aminophenoxy)-1-methyl-3,5-diphenylpyrazole). The yield is 101.9%. RXN SMILES: O.NN.[CH3:4][N:5]1[C:9]([C:10]2[CH:15]=[CH:14][CH:13]=[CH:12][CH:11]=2)=[C:8]([O:16][C:17]2[CH:22]=[CH:21][C:20]([N+:23]([O-])=O)=[CH:19][CH:18]=2)[C:7]([C:26]2[CH:31]=[CH:30][CH:29]=[CH:28][CH:27]=2)=[N:6]1>[Pd].C(O)C>[NH2:23][C:20]1[CH:19]=[CH:18][C:17]([O:16][C:8]2[C:7]([C:26]3[CH:27]=[CH:28][CH:29]=[CH:30][CH:31]=3)=[N:6][N:5]([CH3:4])[C:9]=2[C:10]2[CH:15]=[CH:14][CH:13]=[CH:12][CH:11]=2)=[CH:22][CH:21]=1 |f:0.1|. Procedure details: Hydrazine hydrate (3 ml, 60% solution) is added to a well stirred mixture of 1-methyl-4-(p-nitrophenoxy)-3,5-diphenylpyrazole (2.56 g, 0.0069 mole), 5% Pd on carbon (0.4 g) and absolute ethanol (40 ml). Gas bubbles form immediately and an exotherm (ca. 50° C.) is observed. After the reaction subsides, the reaction mixture is refluxed for 2 hours. The reaction mixture is cooled slightly and filtered to remove the catalyst. The filtrate is stripped in vacuo to give a white solid 2.4 g (100%), m.p.... The reactants are ClCCl, N#CCl, [Na+], [OH-], O, CC1(C)CC(O)CC(C)(C)N1. The product is CC1(C)CC(O)CC(C)(C)N1C#N. RXN SMILES: [CH2:17]([Cl:18])[Cl:19].[N:14]#[C:15][Cl:16].[Na+:13].[OH-:12].[OH2:20].[OH:1][CH:2]1[CH2:3][C:4]([CH3:10])([CH3:11])[NH:5][C:6]([CH3:8])([CH3:9])[CH2:7]1>>[OH:1][CH:2]1[CH2:3][C:4]([CH3:10])([CH3:11])[N:5]([C:15]#[N:14])[C:6]([CH3:8])([CH3:9])[CH2:7]1. Starting materials: COC(C1=CC(=C(C(=C1)S(N)(=O)=O)Cl)N)=O (4-chloro-3-amino-5-sulphamyl-benzoic acid methyl ester), C1(CCC(=O)O1)=O (succinic acid anhydride). Solvent: CO (CH3OH). Reaction conditions: time 6 hour. Yields the product COC(C1=CC(=C(C(=C1)S(N)(=O)=O)Cl)N1C(CCC1=O)=O)=O (4-Chloro-3-succinimido-5-sulphamyl-benzoic acid methyl ester). RXN SMILES: [CH3:1][O:2][C:3](=[O:16])[C:4]1[CH:9]=[C:8]([S:10](=[O:13])(=[O:12])[NH2:11])[C:7]([Cl:14])=[C:6]([NH2:15])[CH:5]=1.[C:17]1(=O)[O:22][C:20](=[O:21])[CH2:19][CH2:18]1>CO>[CH3:1][O:2][C:3](=[O:16])[C:4]1[CH:9]=[C:8]([S:10](=[O:13])(=[O:12])[NH2:11])[C:7]([Cl:14])=[C:6]([N:15]2[C:20](=[O:21])[CH2:19][CH2:18][C:17]2=[O:22])[CH:5]=1. Procedure: 25.4 g of 4-chloro-3-amino-5-sulphamyl-benzoic acid methyl ester, m.p. 195°-196° C, are thoroughly mixed with 25 g of succinic acid anhydride and melted for 6 hours at 180° C. The melt is allowed to cool slowly and CH3OH is added carefully. The product crystallizes. A small amount of water added completes the crystallisation.